From a dataset of the Open Reaction Database (ORD), a public repository of structured organic reaction records. describe an organic reaction: reactants, conditions, products, and yield The reactants are [BH4-].[Na+] (sodium borohydride), C1(CC1)C=1C=C(C=CC1S(=O)(=O)C1CC1)C(C(=O)OCC)=CC1CCOCC1 (ethyl 2-[3-cyclopropyl-4-(cyclopropylsulfonyl)phenyl]-3-(tetrahydro-2H-pyran-4-yl)acrylate), Cl (hydrochloric acid), O (water). The reagents and catalysts are O.O.O.O.O.O.[Ni](Cl)Cl (nickel(II) chloride hexahydrate). Run in C(C)O (ethanol), C1CCOC1 (THF). Conditions: time 8 hour. Product: C1(CC1)C=1C=C(C=CC1S(=O)(=O)C1CC1)C(C(=O)OCC)CC1CCOCC1 (ethyl 2-[3-cyclopropyl-4-(cyclopropylsulfonyl)phenyl]-3-(tetrahydro-2H-pyran-4-yl)propionate). The yield is 107.1%. As a reaction SMILES: [CH:1]1([C:4]2[CH:5]=[C:6]([C:16](=[CH:22][CH:23]3[CH2:28][CH2:27][O:26][CH2:25][CH2:24]3)[C:17]([O:19][CH2:20][CH3:21])=[O:18])[CH:7]=[CH:8][C:9]=2[S:10]([CH:13]2[CH2:15][CH2:14]2)(=[O:12])=[O:11])[CH2:3][CH2:2]1.[BH4-].[Na+].Cl.O>C(O)C.C1COCC1.O.O.O.O.O.O.[Ni](Cl)Cl>[CH:1]1([C:4]2[CH:5]=[C:6]([CH:16]([CH2:22][CH:23]3[CH2:24][CH2:25][O:26][CH2:27][CH2:28]3)[C:17]([O:19][CH2:20][CH3:21])=[O:18])[CH:7]=[CH:8][C:9]=2[S:10]([CH:13]2[CH2:14][CH2:15]2)(=[O:11])=[O:12])[CH2:2][CH2:3]1 |f:1.2,7.8.9.10.11.12.13|. Procedure details: To a solution of ethyl 2-[3-cyclopropyl-4-(cyclopropylsulfonyl)phenyl]-3-(tetrahydro-2H-pyran-4-yl)acrylate (2.62 g) in ethanol (24 mL) and THF (12 mL) was added nickel(II) chloride hexahydrate (154 mg) under ice-cooling. Subsequently, sodium borohydride (489 mg) was added thereto under ice-cooling, followed by stirring at room temperature overnight. To the reaction mixture were added 1 M hydrochloric acid and water under ice-cooling. The resulting black solid was removed by filtration through C... Starting materials: NC1=NC=NC(=C1C#N)N1CCC(CC1)C=1N(C=C(N1)C1=CC(=C(C=C1)F)C(F)(F)F)CCNCC1CC1 (4-Amino-6-{4-[1-[2-(cyclopropylmethyl-amino)-ethyl]-4-(4-fluoro-3-trifluoromethyl-phenyl)-1H-imidazol-2-yl]-piperidin-1-yl}-pyrimidine-5-carbonitrile), NC1=C(C(=NC=N1)N1CCC(CC1)C=1N(C=C(N1)C1=CC(=C(C=C1)F)C)CCOS(=O)(=O)C)C#N (methanesulfonic acid 2-[2-[1-(6-amino-5-cyano-pyrimidin-4-yl)-piperidin-4-yl]-4-(4-fluoro-3-methyl-phenyl)-imidazol-1-yl]-ethyl ester). Product: NC1=NC=NC(=C1C#N)N1CCC(CC1)C=1N(C=C(N1)C1=CC(=C(C=C1)F)C)CCNCC1CC1 (4-Amino-6-{4-[1-[2-(cyclopropylmethyl-amino)-ethyl]-4-(4-fluoro-3-methyl-phenyl)-1H-imidazol-2-yl]-piperidin-1-yl}-pyrimidine-5-carbonitrile). RXN SMILES: [NH2:1][C:2]1[C:7]([C:8]#[N:9])=[C:6]([N:10]2[CH2:15][CH2:14][CH:13]([C:16]3[N:17]([CH2:32][CH2:33][NH:34][CH2:35][CH:36]4[CH2:38][CH2:37]4)[CH:18]=[C:19]([C:21]4[CH:26]=[CH:25][C:24]([F:27])=[C:23]([C:28](F)(F)F)[CH:22]=4)[N:20]=3)[CH2:12][CH2:11]2)[N:5]=[CH:4][N:3]=1.NC1N=CN=C(N2CCC(C3N(CCOS(C)(=O)=O)C=C(C4C=CC(F)=C(C)C=4)N=3)CC2)C=1C#N>>[NH2:1][C:2]1[C:7]([C:8]#[N:9])=[C:6]([N:10]2[CH2:11][CH2:12][CH:13]([C:16]3[N:17]([CH2:32][CH2:33][NH:34][CH2:35][CH:36]4[CH2:37][CH2:38]4)[CH:18]=[C:19]([C:21]4[CH:26]=[CH:25][C:24]([F:27])=[C:23]([CH3:28])[CH:22]=4)[N:20]=3)[CH2:14][CH2:15]2)[N:5]=[CH:4][N:3]=1. Reported procedure: The title compound was prepared in an analogous manner as 4-Amino-6-{4-[1-[2-(cyclopropylmethyl-amino)-ethyl]-4-(4-fluoro-3-trifluoromethyl-phenyl)-1H-imidazol-2-yl]-piperidin-1-yl}-pyrimidine-5-carbonitrile using methanesulfonic acid 2-[2-[1-(6-amino-5-cyano-pyrimidin-4-yl)-piperidin-4-yl]-4-(4-fluoro-3-methyl-phenyl)-imidazol-1-yl]-ethyl ester instead of methanesulfonic acid 2-[2-[1-(6-amino-5-cyano-pyrimidin-4-yl)-piperidin-4-yl]-4-(4-fluoro-3-trifluoromethyl-phenyl)-imidazol-1-yl]-ethyl este... Reactants: ClC1=CC=C(C=C1)\C=C\C1=CC=C(C=C1)[N+](=O)[O-] ((E)-1-chloro-4-[2-(4-nitrophenyl)ethenyl]-benzene). Reagents/catalysts: [Pt] (platinum on carbon). The product is ClC1=CC=C(C=C1)CCC1=CC=C(C=C1)N (4-[2-(4-chloro-phenyl)-ethyl]-phenylamine). Reaction SMILES: [Cl:1][C:2]1[CH:7]=[CH:6][C:5](/[CH:8]=[CH:9]/[C:10]2[CH:15]=[CH:14][C:13]([N+:16]([O-])=O)=[CH:12][CH:11]=2)=[CH:4][CH:3]=1>[Pt]>[Cl:1][C:2]1[CH:3]=[CH:4][C:5]([CH2:8][CH2:9][C:10]2[CH:11]=[CH:12][C:13]([NH2:16])=[CH:14][CH:15]=2)=[CH:6][CH:7]=1. Procedure details: In an analogous manner to that described in Example 36 b), the hydrogenation of (E)-1-chloro-4-[2-(4-nitrophenyl)ethenyl]-benzene using platinum on carbon (5%) as the catalyst but with a reaction time of 18 hours and simultaneous reduction of the double bond yields the 4-[2-(4-chloro-phenyl)-ethyl]-phenylamine as a light yellow solid; MS: m/e=232 (M+H)+. Reactants: FC1=C(C=CC(=C1)F)CCOCCO (2-[2-(2,4-difluorophenyl)ethoxy]ethanol), CS(=O)(=O)Cl (methanesulfonyl chloride). Solvent: ClCCl (dichloromethane), C(C)N(CC)CC (triethylamine). Run at time 15 minute. The product is CS(=O)(=O)OCCOCCC1=C(C=C(C=C1)F)F (2-[2-(2,4-difluorophenyl)ethoxy]ethyl methanesulfonate). Isolated yield 100.0%. As a reaction SMILES: [F:1][C:2]1[CH:7]=[C:6]([F:8])[CH:5]=[CH:4][C:3]=1[CH2:9][CH2:10][O:11][CH2:12][CH2:13][OH:14].[CH3:15][S:16](Cl)(=[O:18])=[O:17]>ClCCl.C(N(CC)CC)C>[CH3:15][S:16]([O:14][CH2:13][CH2:12][O:11][CH2:10][CH2:9][C:3]1[CH:4]=[CH:5][C:6]([F:8])=[CH:7][C:2]=1[F:1])(=[O:18])=[O:17]. Reported procedure: The 2-[2-(2,4-difluorophenyl)ethoxy]ethanol obtained according to the preceding paragraph was dissolved in 40 ml of dichloromethane containing 1.13 g of triethylamine and the solution was treated with 1.28 g of methanesulfonyl chloride. After stirring for 15 minutes, the solution was washed well with water, the organic layer was separated, dried over sodium sulfate, filtered and evaporated to give 3.12 g (100%) of 2-[2-(2,4-difluorophenyl)ethoxy]ethyl methanesulfonate in the form of an oil which... Reactants: CCO, COCc1ccc([N+](=O)[O-])c(OC)c1. Yields the product COCc1ccc(N)c(OC)c1. Reaction SMILES: [CH3:15][CH2:16][OH:17].[CH3:1][O:2][c:3]1[c:4]([N+:12]([O-:13])=[O:14])[cH:5][cH:6][c:7]([CH2:9][O:10][CH3:11])[cH:8]1>>[CH3:1][O:2][c:3]1[c:4]([NH2:12])[cH:5][cH:6][c:7]([CH2:9][O:10][CH3:11])[cH:8]1. Starting materials: C1(=CC=CC=C1)C=1N=CC(NC1)=O (5-phenylpyrazin-2(1H)-one), BrN1C(CCC1=O)=O (N-bromosuccinimide), CN(C)C=O (DMF). Solvent: O (water). Run at time 2 hour. Yields the product BrC=1C(NC=C(N1)C1=CC=CC=C1)=O (3-bromo-5-phenylpyrazin-2(1H)-one). Yield: 14.4%. RXN SMILES: [C:1]1([C:7]2[N:8]=[CH:9][C:10](=[O:13])[NH:11][CH:12]=2)[CH:6]=[CH:5][CH:4]=[CH:3][CH:2]=1.[Br:14]N1C(=O)CCC1=O.CN(C=O)C>O>[Br:14][C:9]1[C:10](=[O:13])[NH:11][CH:12]=[C:7]([C:1]2[CH:2]=[CH:3][CH:4]=[CH:5][CH:6]=2)[N:8]=1. Procedure details: A mixture of 5-phenylpyrazin-2(1H)-one (0.86 g), N-bromosuccinimide (0.89 g) and DMF (16 mL) was stirred at room temperature for 2 hr. The reaction mixture was diluted with water, and the mixture was extracted with ethyl acetate. The extract was dried over anhydrous sodium sulfate, and concentrated under reduced pressure. The residue was washed with hexane to give the title compound (0.18 g). The reactants are C(C)(C)(C)OC(=O)N[C@H](C(=O)N1C(CC2=CC(=CC=C12)OCC1=CC=CC=C1)C(=O)O)CC (1-(N-t-butoxycarbonyl-2(S)-aminobutyryl)-5-benzyloxyindoline-2-(R/S)-carboxylic acid), FC(CN)(F)F (trifluoroethylamine). Product: FC(CNC(=O)C1N(C2=CC=C(C=C2C1)OCC1=CC=CC=C1)C([C@H](CC)NC(=O)OC(C)(C)C)=O)(F)F (1-[N-t-Butoxycarbonyl-2(S)-aminobutyryl]-5-benzyloxyindoline-2-(R/S)-carboxylic acid trifluoroethylamide). Reaction SMILES: [C:1]([O:5][C:6]([NH:8][C@@H:9]([CH2:32][CH3:33])[C:10]([N:12]1[C:20]2[C:15](=[CH:16][C:17]([O:21][CH2:22][C:23]3[CH:28]=[CH:27][CH:26]=[CH:25][CH:24]=3)=[CH:18][CH:19]=2)[CH2:14][CH:13]1[C:29](O)=[O:30])=[O:11])=[O:7])([CH3:4])([CH3:3])[CH3:2].[F:34][C:35]([F:39])([F:38])[CH2:36][NH2:37]>>[F:34][C:35]([F:39])([F:38])[CH2:36][NH:37][C:29]([CH:13]1[CH2:14][C:15]2[C:20](=[CH:19][CH:18]=[C:17]([O:21][CH2:22][C:23]3[CH:28]=[CH:27][CH:26]=[CH:25][CH:24]=3)[CH:16]=2)[N:12]1[C:10](=[O:11])[C@@H:9]([NH:8][C:6]([O:5][C:1]([CH3:4])([CH3:3])[CH3:2])=[O:7])[CH2:32][CH3:33])=[O:30]. Procedure details: This compound was prepared from 1-(N-t-butoxycarbonyl-2(S)-aminobutyryl)-5-benzyloxyindoline-2-(R/S)-carboxylic acid and trifluoroethylamine as described in Example 15.